From a dataset of the Open Reaction Database (ORD), a public repository of structured organic reaction records. describe an organic reaction: reactants, conditions, products, and yield The reactants are C1(O)=CC(O)=CC=C1 (Resorcinol), C1(CCCCC1)O (cyclohexanol). Run in polyphosphoric acid. Run at temperature 125 celsius. Product: C1(CCCCC1)C1=C(C=C(O)C=C1)O (4-Cyclohexylresorcinol). The yield is 44.2%. RXN SMILES: [C:1]1([CH:8]=[CH:7][CH:6]=[C:4]([OH:5])[CH:3]=1)[OH:2].[CH:9]1(O)[CH2:14][CH2:13][CH2:12][CH2:11][CH2:10]1>>[CH:9]1([C:6]2[CH:7]=[CH:8][C:1]([OH:2])=[CH:3][C:4]=2[OH:5])[CH2:14][CH2:13][CH2:12][CH2:11][CH2:10]1. Reported procedure: Resorcinol (2.2 g, 20 mmol) and cyclohexanol (6.33 ml, 6 g, 60 mmol) were suspended in 85% polyphosphoric acid (8 ml). The mixture was heated to 125° C. for 24 hours, after which time TLC appeared to show complete consumption of the starting materials. On cooling the mixture was partitioned between water (50 ml) and diethyl ether (50 ml). The aqueous layer was discarded, and the organic portion extracted with sodium hydroxide solution (2×50 ml, 2M). The base extract was washed with ether (3×50 m... RXN SMILES: Cl[C:2]1[C:3](=[O:15])[N:4](C2CCCCO2)[N:5]=[CH:6][C:7]=1Cl.[C:16]1([C:23]2[CH:28]=[CH:27][CH:26]=[CH:25][CH:24]=2)[C:17]([OH:22])=[CH:18][CH:19]=[CH:20][CH:21]=1.C[O:30][C:31](=[O:40])[CH:32](Br)[CH2:33][CH:34]1[CH2:38][CH2:37][CH2:36][CH2:35]1>>[C:16]1([C:23]2[CH:24]=[CH:25][CH:26]=[CH:27][CH:28]=2)[CH:21]=[CH:20][CH:19]=[CH:18][C:17]=1[O:22][C:7]1[CH:6]=[N:5][N:4]([CH:32]([CH2:33][CH:34]2[CH2:38][CH2:37][CH2:36][CH2:35]2)[C:31]([OH:30])=[O:40])[C:3](=[O:15])[CH:2]=1. The yield is 75.0%. Yields the product C1(=C(C=CC=C1)OC=1C=NN(C(C1)=O)C(C(=O)O)CC1CCCC1)C1=CC=CC=C1 (2-[4-(biphenyl-2-yloxy)-6-oxo-6H-pyridazin-1-yl]-3-cyclopentylpropionic acid). Procedure details: In an analogous manner to the stepwise sequence outlined in intermediate 19, starting from 4,5-dichloro-2-(tetrahydropyran-2-yl)-2H-pyridazin-3-one (Intermediate 20) and biphenyl-2-ol and alkylating with 2-bromo-3-cyclopentyl-propionic acid methyl ester (Intermediate 10) afforded 2-[4-(biphenyl-2-yloxy)-6-oxo-6H-pyridazin-1-yl]-3-cyclopentylpropionic acid (15.4 g, 75%) as a solid; HPLC (0.17% trifluoroacetic acid in acetonitrile/water, 50%-100% acetonitrile, gradient, 1 mL/min, Venusil MP-C18, C... Reactants: intermediate 19, C=1(C(=CC=CC1)O)C1=CC=CC=C1 (biphenyl-2-ol), COC(C(CC1CCCC1)Br)=O (2-bromo-3-cyclopentyl-propionic acid methyl ester), ClC=1C(N(N=CC1Cl)C1OCCCC1)=O (4,5-dichloro-2-(tetrahydropyran-2-yl)-2H-pyridazin-3-one), ClC=1C(N(N=CC1Cl)C1OCCCC1)=O (4,5-dichloro-2-(tetrahydropyran-2-yl)-2H-pyridazin-3-one), COC(C(CC1CCCC1)Br)=O (2-bromo-3-cyclopentyl-propionic acid methyl ester). Starting materials: Br (Hydrogen bromide), CC1(C(OCC1)=O)C (3,3-dimethyldihydro-2(3H)-furanone), C(C(=O)Cl)(=O)Cl (oxalyl chloride). The reagents and catalysts are CN(C)C=O (DMF). Conditions: time 8 hour. The product is BrCCC(C(=O)OCC)(C)C (Ethyl 4-bromo-2,2-dimethylbutanoate). Yield: 49.0%. As a reaction SMILES: [BrH:1].[CH3:2][C:3]1([CH3:9])[CH2:7][CH2:6][O:5][C:4]1=O.[C:10](Cl)(=[O:14])[C:11](Cl)=O>CN(C=O)C>[Br:1][CH2:6][CH2:7][C:3]([CH3:9])([CH3:2])[C:4]([O:14][CH2:10][CH3:11])=[O:5]. Procedure: Hydrogen bromide was bubbled through 3,3-dimethyldihydro-2(3H)-furanone (1 g, 8.76 mmol) at room temperature for ca. 5 h and the resulting mixture was left at room temperature overnight. Nitrogen was then bubbled through the mixture. The crude acid was dissolved in DCM (10 ml) and treated with oxalyl chloride (2.3 ml, 26.3 mmol) and DMF (1 drop) and the resulting mixture was stirred at room temperature over the weekend then concentrated in vacuo. The residue was treated with ethanol (10 ml) and ... The reactants are C(C)(=O)OCC=C (allyl acetate), H2PtCl6.6H2O, C(C)O[SiH](OCC)OCC (triethoxysilane). The solvent is C(C1=CC=CC=C1)#N (benzonitrile). Reaction conditions: temperature 60 celsius, time 30 minute. Yields the product C(C)(=O)OCCC[Si](OCC)(OCC)OCC (triethoxysilylpropyl acetate). Isolated yield 89.2%. As a reaction SMILES: [C:1]([O:4][CH2:5][CH:6]=[CH2:7])(=[O:3])[CH3:2].[CH2:8]([O:10][SiH:11]([O:15][CH2:16][CH3:17])[O:12][CH2:13][CH3:14])[CH3:9]>C(#N)C1C=CC=CC=1>[C:1]([O:4][CH2:5][CH2:6][CH2:7][Si:11]([O:15][CH2:16][CH3:17])([O:12][CH2:13][CH3:14])[O:10][CH2:8][CH3:9])(=[O:3])[CH3:2]. Procedure: Into a 200-ml four-necked glass flask equipped with a thermometer, condenser, stirrer, and dropping funnel were introduced 46.0 g (0.46 mol) of allyl acetate and 184 μl of a 0.05M benzonitrile solution of H2PtCl6.6H2O. The contents were heated to 60° C., followed by dropwise addition of 75.6 g (0.46 mol) of triethoxysilane thereto over a period of 30 minutes. Thereafter, the mixture was reacted at 60° C. for 3 hours. The reaction product was purified by vacuum distillation (88° to 85° C./2 mmHg)... The reactants are [N+](=O)([O-])C1=CC=C(C=C1)COC(=O)C=1N2C(C(C2C(C1SC1COC(C1)CO)C)C(C)O)=O (6-(1-Hydroxyethyl)-4-methyl-7-oxo-3-[[tetrahydro-5-(hydroxymethyl)-3-furanyl]thio]-1-azabicyclo[3.2.0]hept-2-ene-2-carboxylic acid (4-nitrophenyl)methyl ester), C([O-])(O)=O.[Na+] (sodium bicarbonate), O (water). The reagents and catalysts are [Pd] (palladium/carbon). The solvent is O1CCOCC1 (dioxane). Product: [Na+].OC(C)C1C2C(C(=C(N2C1=O)C(=O)[O-])SC1COC(C1)CO)C (6-(1-Hydroxyethyl)-4-methyl-7-oxo-3-[[tetrahydro-5-(hydroxymethyl)-3-furanyl]thio]-1-azabicyclo[3.2.0]hept-2-ene-2-carboxylic acid monosodium salt). The yield is 46.2%. Reaction SMILES: [N+](C1C=CC(C[O:11][C:12]([C:14]2[N:15]3[CH:18]([CH:19]([CH3:29])[C:20]=2[S:21][CH:22]2[CH2:26][CH:25]([CH2:27][OH:28])[O:24][CH2:23]2)[CH:17]([CH:30]([OH:32])[CH3:31])[C:16]3=[O:33])=[O:13])=CC=1)([O-])=O.C(=O)(O)[O-].[Na+:38].O>[Pd].O1CCOCC1>[Na+:38].[OH:32][CH:30]([CH:17]1[C:16](=[O:33])[N:15]2[CH:18]1[CH:19]([CH3:29])[C:20]([S:21][CH:22]1[CH2:26][CH:25]([CH2:27][OH:28])[O:24][CH2:23]1)=[C:14]2[C:12]([O-:13])=[O:11])[CH3:31] |f:1.2,6.7|. Procedure details: The title compound is prepared by the procedure of Example 18 using 0.170 g of product from Example 78, 0.0328 g of sodium bicarbonate, 2 ml of water, 11.3 ml of dioxane, and 0.070 g of 10% palladium/carbon to give 0.060 g of the desired compound. Reactants: C(=O)C=1C=CC=C2C=CNC12 (7-formyl indole), NC(C)O (aminoethanol), C(C)(=O)O[BH-](OC(C)=O)OC(C)=O.[Na+] (sodium triacetoxyborohydride), C(C)(=O)O (acetic acid). Solvent: ClCCCl (1,2-dichloroethane). Reaction conditions: time 16 hour. Yields the product N1C=CC2=CC=CC(=C12)CNCCO (2-[(1H-indol-7-ylmethyl)-amino]-ethanol). RXN SMILES: [CH:1]([C:3]1[CH:4]=[CH:5][CH:6]=[C:7]2[C:11]=1[NH:10][CH:9]=[CH:8]2)=O.[NH2:12]C(O)C.[C:16]([OH:19])(=O)[CH3:17].C(O[BH-](OC(=O)C)OC(=O)C)(=O)C.[Na+]>ClCCCl>[NH:10]1[C:11]2[C:7](=[CH:6][CH:5]=[CH:4][C:3]=2[CH2:1][NH:12][CH2:17][CH2:16][OH:19])[CH:8]=[CH:9]1 |f:3.4|. Procedure details: To a solution of 7-formyl indole (2.4 g, 16.6 mmol) in 1,2-dichloroethane (60 mL) was added aminoethanol (1.2 mL, 19.8 mmol) followed by glacial acetic acid (2.0 mL) and sodium triacetoxyborohydride (3.5 g, 16.6 mmol). The reaction mixture was allowed to stir at room temperature for 16 hours. The reaction mixture was quenched by addition of water (10 mL) and 1.0 M sodium hydroxide (10 mL). The organic layer was then separated and the aqueous layer extracted with 1,2-dichloroethane (40 mL). The c... Reactants: ClC1=CC=C(C=C1)C1=NN(C(N1CC(C(F)(F)F)O)=O)CC(=O)NC(C)(C1=CC(=CC=C1)C(F)(F)F)C (2-[3-(4-chlorophenyl)-5-oxo-4-(3,3,3-trifluoro-2-hydroxypropyl)-4,5-dihydro-1H-1,2,4-triazol-1-yl]-N-{1-methyl-1-[3-(trifluoromethyl)phenyl]ethyl}-acetamide), 1,1,1-tris(acetoxy)-1,1-dihydro-1,2-benziodoxol-3-(1H)-one. The solvent is ClCCl (dichloromethane), C(C)(=O)OCC (ethyl acetate). Reaction conditions: time 3 hour. The product is ClC1=CC=C(C=C1)C1=NN(C(N1CC(C(F)(F)F)=O)=O)CC(=O)NC(C)(C1=CC(=CC=C1)C(F)(F)F)C (2-[3-(4-chlorophenyl)-5-oxo-4-(3,3,3-trifluoro-2-oxopropyl)-4,5-dihydro-1H-1,2,4-triazol-1-yl]-N-{1-methyl-1-[3-(trifluoromethyl)phenyl]ethyl}-acetamide). Reaction SMILES: [Cl:1][C:2]1[CH:7]=[CH:6][C:5]([C:8]2[N:12]([CH2:13][CH:14]([OH:19])[C:15]([F:18])([F:17])[F:16])[C:11](=[O:20])[N:10]([CH2:21][C:22]([NH:24][C:25]([CH3:37])([C:27]3[CH:32]=[CH:31][CH:30]=[C:29]([C:33]([F:36])([F:35])[F:34])[CH:28]=3)[CH3:26])=[O:23])[N:9]=2)=[CH:4][CH:3]=1>ClCCl.C(OCC)(=O)C>[Cl:1][C:2]1[CH:7]=[CH:6][C:5]([C:8]2[N:12]([CH2:13][C:14](=[O:19])[C:15]([F:18])([F:16])[F:17])[C:11](=[O:20])[N:10]([CH2:21][C:22]([NH:24][C:25]([CH3:37])([C:27]3[CH:32]=[CH:31][CH:30]=[C:29]([C:33]([F:36])([F:34])[F:35])[CH:28]=3)[CH3:26])=[O:23])[N:9]=2)=[CH:4][CH:3]=1. Procedure details: 1.2 g (2.18 mmol) of 2-[3-(4-chlorophenyl)-5-oxo-4-(3,3,3-trifluoro-2-hydroxypropyl)-4,5-dihydro-1H-1,2,4-triazol-1-yl]-N-{1-methyl-1-[3-(trifluoromethyl)phenyl]ethyl}-acetamide from Example 452 are dissolved in 30 ml of dichloromethane and treated at 0° C. with 1.2 g (2.83 mmol) of 1,1,1-tris(acetoxy)-1,1-dihydro-1,2-benziodoxol-3-(1H)-one (Dess-Martin periodinane). This is stirred for 3 hrs at RT. The reaction solution is then diluted with 30 ml of ethyl acetate and washed three times with 15 ... Starting materials: CC(=O)C(=O)[O-], O=Cc1ccccc1, Cl, [Na+], [Na+], [OH-]. Product: O=C(O)C(=O)C=Cc1ccccc1. As a reaction SMILES: [CH3:2][C:3](=[O:4])[C:5]([O-:6])=[O:7].[CH:8](=[O:9])[c:10]1[cH:11][cH:12][cH:13][cH:14][cH:15]1.[ClH:16].[Na+:18].[Na+:1].[OH-:17]>>[CH:2]([C:3](=[O:4])[C:5]([OH:6])=[O:7])=[CH:8][c:10]1[cH:11][cH:12][cH:13][cH:14][cH:15]1. The reactants are O=C([O-])[O-], Cc1ccc(NC(=O)c2ccc(CBr)c(C(F)(F)F)c2)cc1NC(=O)C=Cc1cccnc1, CN1CCNCC1, [K+], [K+], C1CCOC1. Yields the product Cc1ccc(NC(=O)c2ccc(CN3CCN(C)CC3)c(C(F)(F)F)c2)cc1NC(=O)C=Cc1cccnc1. Reaction SMILES: [C:34](=[O:35])([O-:36])[O-:37].[CH3:1][c:2]1[c:3]([NH:23][C:24]([CH:25]=[CH:26][c:27]2[cH:28][n:29][cH:30][cH:31][cH:32]2)=[O:33])[cH:4][c:5]([NH:8][C:9]([c:10]2[cH:11][c:12]([C:18]([F:19])([F:20])[F:21])[c:13]([CH2:16][Br:17])[cH:14][cH:15]2)=[O:22])[cH:6][cH:7]1.[CH3:40][N:41]1[CH2:42][CH2:43][NH:44][CH2:45][CH2:46]1.[K+:38].[K+:39].[O:47]1[CH2:48][CH2:49][CH2:50][CH2:51]1>>[CH3:1][c:2]1[c:3]([NH:23][C:24]([CH:25]=[CH:26][c:27]2[cH:28][n:29][cH:30][cH:31][cH:32]2)=[O:33])[cH:4][c:5]([NH:8][C:9]([c:10]2[cH:11][c:12]([C:18]([F:19])([F:20])[F:21])[c:13]([CH2:16][N:44]3[CH2:43][CH2:42][N:41]([CH3:40])[CH2:46][CH2:45]3)[cH:14][cH:15]2)=[O:22])[cH:6][cH:7]1.